Dataset: the Open Reaction Database (ORD), a public repository of structured organic reaction records. Task: describe an organic reaction: reactants, conditions, products, and yield Reactants: O=C([O-])O, NC(=O)OOc1ccc([N+](=O)[O-])cc1, CC#N, C1CCC(N2CCNCC2)C1, O=C(Cl)Oc1ccc([N+](=O)[O-])cc1, Cl, CC(=O)c1ccc(N2CCC(N)CC2)cc1, [Na+]. The product is CC(=O)c1ccc(N2CCC(NC(=O)N3CCN(C4CCCC4)CC3)CC2)cc1. Reaction SMILES: [C:1]([OH:2])([O-:3])=[O:4].[C:47](=[O:48])([O:49][O:50][c:51]1[cH:52][cH:53][c:54]([N+:55]([O-:56])=[O:57])[cH:58][cH:59]1)[NH2:60].[CH3:61][C:62]#[N:63].[CH:36]1([N:41]2[CH2:42][CH2:43][NH:44][CH2:45][CH2:46]2)[CH2:37][CH2:38][CH2:39][CH2:40]1.[Cl:23][C:24]([O:25][c:26]1[cH:27][cH:28][c:29]([N+:30]([O-:31])=[O:32])[cH:33][cH:34]1)=[O:35].[ClH:6].[NH2:7][CH:8]1[CH2:9][CH2:10][N:11]([c:14]2[cH:15][cH:16][c:17]([C:20]([CH3:21])=[O:22])[cH:18][cH:19]2)[CH2:12][CH2:13]1.[Na+:5]>>[C:1](=[O:4])([NH:7][CH:8]1[CH2:9][CH2:10][N:11]([c:14]2[cH:15][cH:16][c:17]([C:20]([CH3:21])=[O:22])[cH:18][cH:19]2)[CH2:12][CH2:13]1)[N:44]1[CH2:43][CH2:42][N:41]([CH:36]2[CH2:37][CH2:38][CH2:39][CH2:40]2)[CH2:46][CH2:45]1. The reactants are C(C)(C)(C)OC(=O)N1CCC(CC1)O (t-butyl-4-hydroxy-1-piperidinecarboxylate), FC(OC1=CC=C(OC2=CC=C(C=C2)O)C=C1)(F)F (4-(4-Trifluoromethoxy-phenoxy)-phenol), C1(=CC=CC=C1)P(C1=CC=CC=C1)C1=CC=CC=C1 (triphenylphosphine), CC(C)OC(=O)/N=N/C(=O)OC(C)C (Diisopropylazodicarboxylate), Cl (HCl). Solvent: C1CCOC1 (THF), O1CCOCC1 (dioxane). Reaction conditions: temperature 0 celsius, time 2 hour. Product: Cl.FC(OC1=CC=C(OC2=CC=C(OC3CCNCC3)C=C2)C=C1)(F)F (4-[4-(4-Trifluoromethoxy-phenoxy)-phenoxy]-piperidine hydrochloride). Isolated yield 14.0%. As a reaction SMILES: C(OC([N:8]1[CH2:13][CH2:12][CH:11]([OH:14])[CH2:10][CH2:9]1)=O)(C)(C)C.[F:15][C:16]([F:33])([F:32])[O:17][C:18]1[CH:31]=[CH:30][C:21]([O:22][C:23]2[CH:28]=[CH:27][C:26](O)=[CH:25][CH:24]=2)=[CH:20][CH:19]=1.C1(P(C2C=CC=CC=2)C2C=CC=CC=2)C=CC=CC=1.CC(OC(/N=N/C(OC(C)C)=O)=O)C.[ClH:67]>C1COCC1.O1CCOCC1>[ClH:67].[F:15][C:16]([F:32])([F:33])[O:17][C:18]1[CH:31]=[CH:30][C:21]([O:22][C:23]2[CH:28]=[CH:27][C:26]([O:14][CH:11]3[CH2:10][CH2:9][NH:8][CH2:13][CH2:12]3)=[CH:25][CH:24]=2)=[CH:20][CH:19]=1 |f:7.8|. Reported procedure: To a solution of t-butyl-4-hydroxy-1-piperidinecarboxylate (0.40 g, 1.99 mmol) in anhydrous THF (8 mL) was added 4-(4-Trifluoromethoxy-phenoxy)-phenol (0.58 g, 2.65 mmol) and triphenylphosphine (0.63 g, 2.40 mmol). The resulting mixture was cooled to 0° C. Diisopropylazodicarboxylate (0.47 mL, 2.43 mmol) was added portionwise over a ten minute period. The reaction mixture was warmed to ambient temperature for an hour and then heated to 60° C. for 48 h. The solvent was removed in vacuo. The crude...